describe an organic reaction: reactants, conditions, products, and yield From a dataset of the Open Reaction Database (ORD), a public repository of structured organic reaction records. The product is Clc1ccccc1CCC1CN(Cc2ccccc2)CCN1Cc1ccccc1. Reactants: C=CC1CN(Cc2ccccc2)CCN1Cc1ccccc1, B1C2CCCC1CCC2, Clc1ccccc1I, [Na+], [OH-], c1ccc(P(c2ccccc2)c2ccccc2)cc1. Reaction SMILES: [CH2:1]([c:2]1[cH:3][cH:4][cH:5][cH:6][cH:7]1)[N:8]1[CH:9]([CH:21]=[CH2:22])[CH2:10][N:11]([CH2:14][c:15]2[cH:16][cH:17][cH:18][cH:19][cH:20]2)[CH2:12][CH2:13]1.[CH:23]12[CH2:24][CH2:25][CH2:26][CH:27]([BH:28]1)[CH2:29][CH2:30][CH2:31]2.[I:32][c:33]1[c:34]([Cl:39])[cH:35][cH:36][cH:37][cH:38]1.[Na+:60].[OH-:59].[c:40]1([P:41]([c:42]2[cH:43][cH:44][cH:45][cH:46][cH:47]2)[c:48]2[cH:49][cH:50][cH:51][cH:52][cH:53]2)[cH:54][cH:55][cH:56][cH:57][cH:58]1>>[CH2:1]([c:2]1[cH:3][cH:4][cH:5][cH:6][cH:7]1)[N:8]1[CH:9]([CH2:21][CH2:22][c:33]2[c:34]([Cl:39])[cH:35][cH:36][cH:37][cH:38]2)[CH2:10][N:11]([CH2:14][c:15]2[cH:16][cH:17][cH:18][cH:19][cH:20]2)[CH2:12][CH2:13]1. The reactants are CC(C)(C)OC(=O)NCCC(=O)O, ClCCl, Nc1ccon1. Product: CC(C)(C)OC(=O)NCCC(=O)Nc1ccon1. RXN SMILES: [C:1](=[O:2])([O:3][C:4]([CH3:5])([CH3:6])[CH3:7])[NH:8][CH2:9][CH2:10][C:11](=[O:12])[OH:13].[Cl:20][CH2:21][Cl:22].[NH2:14][c:15]1[n:16][o:17][cH:18][cH:19]1>>[C:1](=[O:2])([O:3][C:4]([CH3:5])([CH3:6])[CH3:7])[NH:8][CH2:9][CH2:10][C:11](=[O:13])[NH:14][c:15]1[n:16][o:17][cH:18][cH:19]1. Starting materials: ClC1=CC=C(C=C1)C=1SC(=CN1)C(C)O (1-[2-(4-Chloro-phenyl)-thiazol-5-yl]-ethanol), C1(CC(CC1)=O)=O (cyclopentane-1,3-dione), CC(C)OC(=O)/N=N/C(=O)OC(C)C (Diisopropylazodicarboxylate), C1(=CC=CC=C1)P(C1=CC=CC=C1)C1=CC=CC=C1 (triphenylphosphine). The solvent is C1CCOC1 (THF). Run at time 2 hour. The product is ClC1=CC=C(C=C1)C=1SC(=CN1)C(C)OC1=CC(CC1)=O (3-{1-[2-(4-Chloro-phenyl)-thiazol-5-yl]-ethoxy}-cyclopent-2-enone). The yield is 41.9%. As a reaction SMILES: [Cl:1][C:2]1[CH:7]=[CH:6][C:5]([C:8]2[S:9][C:10]([CH:13]([OH:15])[CH3:14])=[CH:11][N:12]=2)=[CH:4][CH:3]=1.[C:16]1(=O)[CH2:20][CH2:19][C:18](=[O:21])[CH2:17]1.C1(P(C2C=CC=CC=2)C2C=CC=CC=2)C=CC=CC=1.CC(OC(/N=N/C(OC(C)C)=O)=O)C>C1COCC1>[Cl:1][C:2]1[CH:3]=[CH:4][C:5]([C:8]2[S:9][C:10]([CH:13]([O:15][C:16]3[CH2:20][CH2:19][C:18](=[O:21])[CH:17]=3)[CH3:14])=[CH:11][N:12]=2)=[CH:6][CH:7]=1. Reported procedure: To a solution of 1-[2-(4-Chloro-phenyl)-thiazol-5-yl]-ethanol (4.1 g, 17.1 mmol) in anhydrous THF (100 ml), at 0° C. under an atmosphere of nitrogen was added cyclopentane-1,3-dione (2.18 g, 22.23 mmol), followed by triphenylphosphine (5.83 g, 22.23 mmol). Diisopropylazodicarboxylate (4.31 ml, 22.23 mmol) was then added dropwise over a period of 5 minutes and the reaction allowed to warm to room temperature and stirred for 2 hours. The crude reaction mixture was dry loaded onto silica and purifi...